This data is from the Open Reaction Database (ORD), a public repository of structured organic reaction records. The task is: describe an organic reaction: reactants, conditions, products, and yield Reactants: COC(=O)c1ccc(F)c2c1C=CCO2, CCOC(C)=O, I, O=N[O-], [Na+], [Na+], [Na+], O=S([O-])S(=O)(=O)[O-]. Product: COC(=O)c1ccc(F)c2c1C=C([N+](=O)[O-])CO2. As a reaction SMILES: [CH3:1][O:2][C:3](=[O:4])[c:5]1[c:6]2[c:11]([c:12]([F:15])[cH:13][cH:14]1)[O:10][CH2:9][CH:8]=[CH:7]2.[CH3:30][CH2:31][O:32][C:33](=[O:34])[CH3:35].[I:20].[N:16](=[O:17])[O-:18].[Na+:19].[Na+:28].[Na+:29].[S:21]([S:22]([O-:23])=[O:24])([O-:25])(=[O:26])=[O:27]>>[CH3:1][O:2][C:3](=[O:4])[c:5]1[c:6]2[c:11]([c:12]([F:15])[cH:13][cH:14]1)[O:10][CH2:9][C:8]([N+:16](=[O:17])[O-:18])=[CH:7]2. Reactants: CCc1cc(Cl)ccc1Cl, [K+], O=[N+]([O-])[O-], O=S(=O)(O)O. The product is CCc1cc(Cl)c([N+](=O)[O-])cc1Cl. Reaction SMILES: [Cl:1][c:2]1[c:3]([CH2:9][CH3:10])[cH:4][c:5]([Cl:8])[cH:6][cH:7]1.[K+:20].[N+:16](=[O:17])([O-:18])[O-:19].[S:11](=[O:12])(=[O:13])([OH:14])[OH:15]>>[Cl:1][c:2]1[c:3]([CH2:9][CH3:10])[cH:4][c:5]([Cl:8])[c:6]([N+:16](=[O:17])[O-:18])[cH:7]1. Reactants: O=C(Cl)Oc1ccc([N+](=O)[O-])cc1, ClCCl, CCC1=C(C(=O)OCc2ccccc2)C(c2ccc(F)c(F)c2)NC(OC)=N1, c1ccncc1. Product: CCC1=C(C(=O)OCc2ccccc2)C(c2ccc(F)c(F)c2)N(C(=O)Oc2ccc([N+](=O)[O-])cc2)C(OC)=N1. Reaction SMILES: [Cl:35][C:36](=[O:37])[O:38][c:39]1[cH:40][cH:41][c:42]([N+:45](=[O:46])[O-:47])[cH:43][cH:44]1.[Cl:48][CH2:49][Cl:50].[F:1][c:2]1[cH:3][c:4]([CH:9]2[C:10]([C:19](=[O:20])[O:21][CH2:22][c:23]3[cH:24][cH:25][cH:26][cH:27][cH:28]3)=[C:11]([CH2:17][CH3:18])[N:12]=[C:13]([O:15][CH3:16])[NH:14]2)[cH:5][cH:6][c:7]1[F:8].[cH:29]1[cH:30][cH:31][n:32][cH:33][cH:34]1>>[F:1][c:2]1[cH:3][c:4]([CH:9]2[C:10]([C:19](=[O:20])[O:21][CH2:22][c:23]3[cH:24][cH:25][cH:26][cH:27][cH:28]3)=[C:11]([CH2:17][CH3:18])[N:12]=[C:13]([O:15][CH3:16])[N:14]2[C:36](=[O:37])[O:38][c:39]2[cH:40][cH:41][c:42]([N+:45](=[O:46])[O-:47])[cH:43][cH:44]2)[cH:5][cH:6][c:7]1[F:8]. The reactants are C(C)OC(C(CCCC)O)=O (2-hydroxy-hexanoic acid ethyl ester), BrN1C(CCC1=O)=O (N-bromosuccinimide), CC(C)(C#N)N=NC(C)(C)C#N (AIBN). The solvent is C(Cl)(Cl)(Cl)Cl (CCl4). Product: C(C)OC(C(C(CCC)Br)=O)=O (3-bromo-2-oxo-hexanoic acid ethyl ester). RXN SMILES: [CH2:1]([O:3][C:4](=[O:11])[CH:5]([OH:10])[CH2:6][CH2:7][CH2:8][CH3:9])[CH3:2].[Br:12]N1C(=O)CCC1=O.CC(N=NC(C#N)(C)C)(C#N)C>C(Cl)(Cl)(Cl)Cl>[CH2:1]([O:3][C:4](=[O:11])[C:5](=[O:10])[CH:6]([Br:12])[CH2:7][CH2:8][CH3:9])[CH3:2]. Reported procedure: In a modification of the method described in JCS Perkin Trans. I 1972, 2584, a mixture of 2-hydroxy-hexanoic acid ethyl ester (5 g, 31 mmol), N-bromosuccinimide (12 g, 67 mmol) and catalytic AIBN in anhydrous CCl4 (60 mL) is refluxed. After heating for about 20 minutes, the reaction initiates with evolution of a red-brown gas. After refluxing 4 hours, the resulting mixture is filtered and the filtrate evaporated at reduced pressure to obtain 3-bromo-2-oxo-hexanoic acid ethyl ester as a dark liqu... Reactants: S1N=CC=C1C(=O)NNC(=O)OC(C)(C)C (1,1-dimethylethyl 2-(5-isothiazolylcarbonyl)hydrazinecarboxylate), Cl (HCl). Solvent: CO (MeOH). Run at time 8 hour. Product: S1N=CC=C1C(=O)NN (5-Isothiazolecarbohydrazide). RXN SMILES: [S:1]1[C:5]([C:6]([NH:8][NH:9]C(OC(C)(C)C)=O)=[O:7])=[CH:4][CH:3]=[N:2]1.Cl>CO>[S:1]1[C:5]([C:6]([NH:8][NH2:9])=[O:7])=[CH:4][CH:3]=[N:2]1. Reported procedure: A mixture of 1,1-dimethylethyl 2-(5-isothiazolylcarbonyl)hydrazinecarboxylate (I83) (480 mg, 1.973 mmol) in HCl (2 ml, 8.00 mmol) (4M in 1,4-dioxan) was stirred at room temperature under argon for 18 hours (overnight). After this time, the mixture was concentrated under reduced pressure to give a pale yellow coloured solid. The solid was dissolved in MeOH and passed through and SCX cartridge, eluting initially with MeOH and then with 2M NH3 in MeOH. The NH3/MeOH fractions were concentrated under... The product is FC(COC1=CC2=C(N=C(S2)N)C=C1)(F)F (6-(2,2,2-trifluoroethoxy)-2-benzothiazolamine). Run in C(C)(=O)O (acetic acid). RXN SMILES: [F:1][C:2]([F:13])([F:12])[CH2:3][O:4][C:5]1[CH:11]=[CH:10][C:8]([NH2:9])=[CH:7][CH:6]=1.[S-:14][C:15]#[N:16].[K+].BrBr>C(O)(=O)C>[F:1][C:2]([F:12])([F:13])[CH2:3][O:4][C:5]1[CH:11]=[CH:10][C:8]2[N:9]=[C:15]([NH2:16])[S:14][C:7]=2[CH:6]=1 |f:1.2|. Procedure details: The procedure is as in Example 1, starting with 4-(2,2,2-trifluoroethoxy)aniline, potassium thiocyanate and bromine in acetic acid, to obtain 6-(2,2,2-trifluoroethoxy)-2-benzothiazolamine, m.p. 134° C. The reactants are FC(COC1=CC=C(N)C=C1)(F)F (4-(2,2,2-trifluoroethoxy)aniline), [S-]C#N.[K+] (potassium thiocyanate), BrBr (bromine). The reactants are O=C(O)c1cc2sc(Cl)c(Cl)c2[nH]1, CCN=C=NCCCN(C)C, CCN(C(C)C)C(C)C, ClCCl, CC(C)(C)OC(=O)NC1c2ccccc2CC1N, On1nnc2ccccc21. The product is CC(C)(C)OC(=O)NC1c2ccccc2CC1NC(=O)c1cc2sc(Cl)c(Cl)c2[nH]1. As a reaction SMILES: [C:1](=[O:2])([OH:3])[c:4]1[cH:5][c:6]2[c:7]([nH:8]1)[c:9]([Cl:13])[c:10]([Cl:12])[s:11]2.[CH3:51][CH2:52][N:53]=[C:54]=[N:55][CH2:56][CH2:57][CH2:58][N:59]([CH3:60])[CH3:61].[CH:32]([N:33]([CH2:34][CH3:35])[CH:36]([CH3:37])[CH3:38])([CH3:39])[CH3:40].[Cl:62][CH2:63][Cl:64].[NH2:14][CH:15]1[CH:16]([NH:24][C:25](=[O:26])[O:27][C:28]([CH3:29])([CH3:30])[CH3:31])[c:17]2[cH:18][cH:19][cH:20][cH:21][c:22]2[CH2:23]1.[OH:41][n:42]1[c:43]2[c:44]([cH:45][cH:46][cH:47][cH:48]2)[n:49][n:50]1>>[C:1](=[O:3])([c:4]1[cH:5][c:6]2[c:7]([nH:8]1)[c:9]([Cl:13])[c:10]([Cl:12])[s:11]2)[NH:14][CH:15]1[CH:16]([NH:24][C:25](=[O:26])[O:27][C:28]([CH3:29])([CH3:30])[CH3:31])[c:17]2[cH:18][cH:19][cH:20][cH:21][c:22]2[CH2:23]1. Starting materials: COC1=C(CC=2NC3=NC(=NC(=C3N2)N)N)C=C(C=C1)OC.N1=CN=C2N=CNC2=C1 (purine 8-(2,5-Dimethoxy-benzyl)-9H-purine-2,6-diamine), ClCCCC#C (5-chloro-pent-1-yne), C(=O)([O-])[O-].[Cs+].[Cs+] (Cs2CO3). Run in CN(C)C=O (DMF). Conditions: temperature 50 celsius. The product is COC1=C(CC=2N(C3=NC(=NC(=C3N2)N)N)CCCC#C)C=C(C=C1)OC (8-(2,5-Dimethoxy-benzyl)-9-pent-4-ynyl-9H-purine-2,6-diamine). The yield is 25.1%. RXN SMILES: [CH3:1][O:2][C:3]1[CH:20]=[CH:19][C:18]([O:21][CH3:22])=[CH:17][C:4]=1[CH2:5][C:6]1[NH:7][C:8]2[C:13]([N:14]=1)=[C:12]([NH2:15])[N:11]=[C:10]([NH2:16])[N:9]=2.N1C=C2C(N=CN2)=NC=1.Cl[CH2:33][CH2:34][CH2:35][C:36]#[CH:37].C([O-])([O-])=O.[Cs+].[Cs+]>CN(C=O)C>[CH3:1][O:2][C:3]1[CH:20]=[CH:19][C:18]([O:21][CH3:22])=[CH:17][C:4]=1[CH2:5][C:6]1[N:7]([CH2:37][CH2:36][CH2:35][C:34]#[CH:33])[C:8]2[C:13]([N:14]=1)=[C:12]([NH2:15])[N:11]=[C:10]([NH2:16])[N:9]=2 |f:0.1,3.4.5|. Reported procedure: A mixture of the purine 8-(2,5-Dimethoxy-benzyl)-9H-purine-2,6-diamine (19.0 g, 63 mmol), 5-chloro-pent-1-yne (12.3 ml, 116 mmol), and Cs2CO3 (37.8 g, 116 mmol) in DMF (180 g) was heated to 50° C. for 16 h. Filtration and washing (2×200 ml H2O) afforded some desired product (5.8 g, 25%). The mother liquor was concentrated, diluted with EtOAc, and heated to reflux for 1 h to yield additional product (6.0 g, 26%). After cooling to room temperature, addition of 1 volume hexane to the EtOAc mother l...